The task is: describe an organic reaction: reactants, conditions, products, and yield. This data is from the Open Reaction Database (ORD), a public repository of structured organic reaction records. Starting materials: NC(CC1=C(CCC2=NC(=NC=C2C(F)(F)F)NC2=CC=C(C=C2)C2CCN(CC2)C(=O)OC(C)(C)C)C=CC=C1C(F)(F)F)=O (tert-butyl 4-(4-((4-(2-(2-amino-2-oxoethyl)-3-(trifluoromethyl)phenethyl)-5-(trifluoromethyl)pyrimidin-2-yl)amino)phenyl)piperidine-1-carboxylate), C(=O)(C(F)(F)F)O (TFA). The solvent is C(Cl)Cl (DCM). Conditions: time 16 hour. The product is N1CCC(CC1)C1=CC=C(C=C1)NC1=NC=C(C(=N1)CCC1=C(C(=CC=C1)C(F)(F)F)CC(=O)N)C(F)(F)F (2-(2-(2-(2-((4-(Piperidin-4-yl)phenyl)amino)-5-(trifluoromethyl)pyrimidin-4-yl)ethyl)-6-(trifluoromethyl)phenyl)acetamide). Isolated yield 84.6%. As a reaction SMILES: [NH2:1][C:2](=[O:46])[CH2:3][C:4]1[C:41]([C:42]([F:45])([F:44])[F:43])=[CH:40][CH:39]=[CH:38][C:5]=1[CH2:6][CH2:7][C:8]1[C:13]([C:14]([F:17])([F:16])[F:15])=[CH:12][N:11]=[C:10]([NH:18][C:19]2[CH:24]=[CH:23][C:22]([CH:25]3[CH2:30][CH2:29][N:28](C(OC(C)(C)C)=O)[CH2:27][CH2:26]3)=[CH:21][CH:20]=2)[N:9]=1.C(O)(C(F)(F)F)=O>C(Cl)Cl>[NH:28]1[CH2:29][CH2:30][CH:25]([C:22]2[CH:23]=[CH:24][C:19]([NH:18][C:10]3[N:9]=[C:8]([CH2:7][CH2:6][C:5]4[CH:38]=[CH:39][CH:40]=[C:41]([C:42]([F:43])([F:44])[F:45])[C:4]=4[CH2:3][C:2]([NH2:1])=[O:46])[C:13]([C:14]([F:17])([F:15])[F:16])=[CH:12][N:11]=3)=[CH:20][CH:21]=2)[CH2:26][CH2:27]1. Procedure details: To a solution of tert-butyl 4-(4-((4-(2-(2-amino-2-oxoethyl)-3-(trifluoromethyl)phenethyl)-5-(trifluoromethyl)pyrimidin-2-yl)amino)phenyl)piperidine-1-carboxylate (A97) (0.075 g, 0.12 mmol) in DCM (5 mL) was added TFA (0.20 mL, 2.6 mmol) and the resulting mixture was stirred at room temperature for 16 hours. The volatiles were evaporated under reduced pressure and the residue partitioned between water (20 mL) and EtOAc. The layers were separated and the aqueous layer extracted with EtOAc (2×20 m...